This data is from the Open Reaction Database (ORD), a public repository of structured organic reaction records. The task is: describe an organic reaction: reactants, conditions, products, and yield The reactants are Clc1ncccc1Br, C1CC2(CCN1)OCCO2. Yields the product Brc1cccnc1N1CCC2(CC1)OCCO2. As a reaction SMILES: [Cl:1][c:2]1[n:3][cH:4][cH:5][cH:6][c:7]1[Br:8].[O:9]1[CH2:10][CH2:11][O:12][C:13]12[CH2:14][CH2:15][NH:16][CH2:17][CH2:18]2>>[c:2]1([N:16]2[CH2:15][CH2:14][C:13]3([O:9][CH2:10][CH2:11][O:12]3)[CH2:18][CH2:17]2)[n:3][cH:4][cH:5][cH:6][c:7]1[Br:8]. Reactants: COC1=CC=C(CN2N=CC3=C2N=CC=2CN(CCC32)C(=O)NC=3C=C(C(=O)O)C=CC3)C=C1 (3-(3-(4-methoxybenzyl)-6,7,8,9-tetrahydro-3H-pyrazolo[3,4-c][2,7]naphthyridine-7-carboxamido)benzoic acid), NC=1C=C(C=CC1)NC(C)=O (N-(3-aminophenyl)acetamide). Yields the product C(C)(=O)NC=1C=C(C=CC1)NC(=O)C=1C=C(C=CC1)NC(=O)N1CCC=2C3=C(N=CC2C1)NN=C3 (N-(3-{[3-(acetylamino)phenyl]carbamoyl}phenyl)-3,6,8,9-tetrahydro-7H-pyrazolo[3,4-c][2,7]naphthyridine-7-carboxamide). Reaction SMILES: COC1C=CC(C[N:8]2[C:12]3[N:13]=[CH:14][C:15]4[CH2:16][N:17]([C:21]([NH:23][C:24]5[CH:25]=[C:26]([CH:30]=[CH:31][CH:32]=5)[C:27](O)=[O:28])=[O:22])[CH2:18][CH2:19][C:20]=4[C:11]=3[CH:10]=[N:9]2)=CC=1.[NH2:35][C:36]1[CH:37]=[C:38]([NH:42][C:43](=[O:45])[CH3:44])[CH:39]=[CH:40][CH:41]=1>>[C:43]([NH:42][C:38]1[CH:37]=[C:36]([NH:35][C:27]([C:26]2[CH:25]=[C:24]([NH:23][C:21]([N:17]3[CH2:16][C:15]4[CH:14]=[N:13][C:12]5[NH:8][N:9]=[CH:10][C:11]=5[C:20]=4[CH2:19][CH2:18]3)=[O:22])[CH:32]=[CH:31][CH:30]=2)=[O:28])[CH:41]=[CH:40][CH:39]=1)(=[O:45])[CH3:44]. Procedure details: The compound N-(3-{[3-(acetylamino)phenyl]carbamoyl}phenyl)-3,6,8,9-tetrahydro-7H-pyrazolo[3,4-c][2,7]naphthyridine-7-carboxamide was prepared using 3-(3-(4-methoxybenzyl)-6,7,8,9-tetrahydro-3H-pyrazolo[3,4-c][2,7]naphthyridine-7-carboxamido)benzoic acid and N-(3-aminophenyl)acetamide as described in general procedure J. The compound was obtained as a solid. LCMS [M+H]: 470. Reactants: CCO, NN, O=C1c2ccccc2C(=O)N1CC1CC2(CCN1)OCCO2. The product is NCC1CC2(CCN1)OCCO2. As a reaction SMILES: [CH3:25][CH2:26][OH:27].[NH2:23][NH2:24].[O:1]1[CH2:2][CH2:3][O:4][C:5]12[CH2:6][CH:7]([CH2:11][N:12]1[C:13](=[O:14])[c:15]3[c:16]([cH:17][cH:18][cH:19][cH:20]3)[C:21]1=[O:22])[NH:8][CH2:9][CH2:10]2>>[O:1]1[CH2:2][CH2:3][O:4][C:5]12[CH2:6][CH:7]([CH2:11][NH2:12])[NH:8][CH2:9][CH2:10]2. The reactants are ClC1=NC(=CC(=N1)Cl)Cl (2,4,6-trichloropyrimidine), Cl.C(C)OCCCNC([C@@H](N)CC(C)C)=O (L-leucine-3-ethoxypropylamide hydrochloride), solution, C(C)(C)N(C(C)C)CC (N,N-diisopropylethylamine). The solvent is C(C)(=O)OCC (ethyl acetate), CS(=O)C (DMSO), CS(=O)C (methyl sulfoxide). Yields the product C(C)OCCCNC(C(CC(C)C)NC1=NC(=NC(=C1)Cl)Cl)=O (2-(2,6-dichloropyrimidin-4-ylamino)-4-methylpentanoic acid (3-ethoxypropyl)amide). Reaction SMILES: [Cl:1][C:2]1[N:7]=[C:6](Cl)[CH:5]=[C:4]([Cl:9])[N:3]=1.Cl.[CH2:11]([O:13][CH2:14][CH2:15][CH2:16][NH:17][C:18](=[O:25])[C@H:19]([CH2:21][CH:22]([CH3:24])[CH3:23])[NH2:20])[CH3:12].C(N(CC)C(C)C)(C)C>CS(C)=O.C(OCC)(=O)C>[CH2:11]([O:13][CH2:14][CH2:15][CH2:16][NH:17][C:18](=[O:25])[CH:19]([NH:20][C:6]1[CH:5]=[C:4]([Cl:9])[N:3]=[C:2]([Cl:1])[N:7]=1)[CH2:21][CH:22]([CH3:23])[CH3:24])[CH3:12] |f:1.2|. Reported procedure: 2,4,6-trichloropyrimidine (1.0 g), L-leucine-3-ethoxypropylamide hydrochloride (17 mL of a 0.32 M solution in DMSO), and N,N-diisopropylethylamine (3.0 mL) were stirred for 24 h in 20 mL methyl sulfoxide at 60 C. The solution was cooled to room temperature and diluted with ethyl acetate (100 mL), then washed 4 times with 100 mL aliquots of a saturated aqueous solution of sodium chloride. Silica gel chromatography (gradient: 20–40–50–100% ethyl acetate in hexanes) followed by semi-preparative HPL... The reactants are CC(=O)O[BH-](OC(C)=O)OC(C)=O, CN(C)C1(Cc2ccccc2)CCC(=O)CC1, CCN, CC(=O)O, [Na+], [Na+], C1CCOC1, [OH-]. Yields the product CCNC1CCC(Cc2ccccc2)(N(C)C)CC1. As a reaction SMILES: [C:21]([O:22][BH-:23]([O:24][C:25](=[O:26])[CH3:27])[O:28][C:29](=[O:30])[CH3:31])(=[O:32])[CH3:33].[CH2:1]([c:2]1[cH:3][cH:4][cH:5][cH:6][cH:7]1)[C:8]1([N:15]([CH3:16])[CH3:17])[CH2:9][CH2:10][C:11](=[O:14])[CH2:12][CH2:13]1.[CH3:18][CH2:19][NH2:20].[CH3:42][C:43](=[O:44])[OH:45].[Na+:34].[Na+:36].[O:37]1[CH2:38][CH2:39][CH2:40][CH2:41]1.[OH-:35]>>[CH2:1]([c:2]1[cH:3][cH:4][cH:5][cH:6][cH:7]1)[C:8]1([N:15]([CH3:16])[CH3:17])[CH2:9][CH2:10][CH:11]([NH:20][CH2:19][CH3:18])[CH2:12][CH2:13]1. As a reaction SMILES: [CH2:1]([N:8]([CH3:30])[C:9](=[O:29])[C@@H:10]([N:18]([CH2:26][CH:27]=[O:28])[C:19]([O:21][C:22]([CH3:25])(C)[CH3:23])=[O:20])[CH2:11][C:12]1[CH:17]=[CH:16][CH:15]=[CH:14][CH:13]=1)[C:2]1[CH:7]=[CH:6][CH:5]=[CH:4][CH:3]=1.[BH4-].[Na+].[CH2:33](O)C>C(OCC)(=O)C>[CH2:1]([N:8]([CH3:30])[C:9](=[O:29])[C@@H:10]([N:18]([CH2:26][CH2:27][OH:28])[C:19]([O:21][CH:22]([CH2:25][CH3:33])[CH3:23])=[O:20])[CH2:11][C:12]1[CH:13]=[CH:14][CH:15]=[CH:16][CH:17]=1)[C:2]1[CH:3]=[CH:4][CH:5]=[CH:6][CH:7]=1 |f:1.2|. Solvent: C(C)(=O)OCC (ethyl acetate). The product is C(C1=CC=CC=C1)N(C([C@H](CC1=CC=CC=C1)N(C(=O)OC(C)CC)CCO)=O)C ((S)-N-Benzyl-N-methyl-2-[N-(b-butoxycarbonyl)-2-hydroxy-ethylamino]-3-phenyl-propionamide). Procedure: Combine (S)-N-benzyl-N-methyl-2-[N-(t-butoxycarbonyl)-2-oxo-ethylamino]-3-phenyl-propionamide (5.0 mmol) and sodium borohydride (5.0 mmol) in ethanol (20 mL). Stir for 16 hours. Concentrate in vacuo to obtain a residue. Dilute the residue with ethyl acetate and extract with 0.5M hydrochloric acid solution and water. Separate the layers, dry the organic layer over MgSO4, filter, and evaporate in vacuo to give the title compound. Run at time 16 hour. Reactants: C(C1=CC=CC=C1)N(C([C@H](CC1=CC=CC=C1)N(C(=O)OC(C)(C)C)CC=O)=O)C ((S)-N-benzyl-N-methyl-2-[N-(t-butoxycarbonyl)-2-oxo-ethylamino]-3-phenyl-propionamide), [BH4-].[Na+] (sodium borohydride), C(C)O (ethanol).